From a dataset of the Open Reaction Database (ORD), a public repository of structured organic reaction records. describe an organic reaction: reactants, conditions, products, and yield Reactants: Cl (hydrochloric acid), C1(=CC=CC=C1)C#CC=1C=CC2=C(C=C(CCO2)C(=O)OC)C1 (methyl 7-phenylethynyl-2,3-dihydro-1-benzooxepine-4-carboxylate), CO (methanol), aqueous solution, [OH-].[Na+] (sodium hydroxide). Solvent: C1CCOC1 (THF). The product is C1(=CC=CC=C1)C#CC=1C=CC2=C(C=C(CCO2)C(=O)O)C1 (7-phenylethynyl-2,3-dihydro-1-benzooxepine-4-carboxylic acid). The yield is 94.7%. As a reaction SMILES: [C:1]1([C:7]#[C:8][C:9]2[CH:10]=[CH:11][C:12]3[O:18][CH2:17][CH2:16][C:15]([C:19]([O:21]C)=[O:20])=[CH:14][C:13]=3[CH:23]=2)[CH:6]=[CH:5][CH:4]=[CH:3][CH:2]=1.CO.[OH-].[Na+].Cl>C1COCC1>[C:1]1([C:7]#[C:8][C:9]2[CH:10]=[CH:11][C:12]3[O:18][CH2:17][CH2:16][C:15]([C:19]([OH:21])=[O:20])=[CH:14][C:13]=3[CH:23]=2)[CH:2]=[CH:3][CH:4]=[CH:5][CH:6]=1 |f:2.3|. Procedure: To methyl 7-phenylethynyl-2,3-dihydro-1-benzooxepine-4-carboxylate (463 mg, 1.52 mmol) were added methanol (10 ml), THF (10 ml) and a 1 N aqueous solution of sodium hydroxide (4.56 ml), and the resulting mixture was stirred at room temperature for 24 hours. After addition of 1 N hydrochloric acid (4.56 ml), the reaction mixture was concentrated under reduced pressure and was mixed with water, and an insoluble material was collected by filtration. The insoluble material was successively washed wi... The reactants are CCCCO, Clc1nc(-c2ccccc2)c2ccccc2n1, COC(=O)c1ccc(N)c(C)c1, O. The product is COC(=O)c1ccc(Nc2nc(-c3ccccc3)c3ccccc3n2)c(C)c1. Reaction SMILES: [CH2:31]([OH:32])[CH2:33][CH2:34][CH3:35].[Cl:1][c:2]1[n:3][c:4]2[cH:5][cH:6][cH:7][cH:8][c:9]2[c:10](-[c:12]2[cH:13][cH:14][cH:15][cH:16][cH:17]2)[n:11]1.[NH2:18][c:19]1[c:20]([CH3:29])[cH:21][c:22]([C:23](=[O:24])[O:25][CH3:26])[cH:27][cH:28]1.[OH2:30]>>[c:2]1([NH:18][c:19]2[c:20]([CH3:29])[cH:21][c:22]([C:23](=[O:24])[O:25][CH3:26])[cH:27][cH:28]2)[n:3][c:4]2[cH:5][cH:6][cH:7][cH:8][c:9]2[c:10](-[c:12]2[cH:13][cH:14][cH:15][cH:16][cH:17]2)[n:11]1. Starting materials: C(CCC)OC1=CC=CC(=N1)C(=O)O (6-n-butoxy-2-pyridinecarboxylic acid), NC1=NN=NN1 (5-aminotetrazole). Run in S(=O)(Cl)Cl (thionyl chloride). Yields the product N1N=NN=C1NC(=O)C1=NC(=CC=C1)OCCCC (N-(5-tetrazolyl)-6-n-butoxy-2-pyridinecarboxamide). Yield: 61.0%. Reaction SMILES: [CH2:1]([O:5][C:6]1[N:11]=[C:10]([C:12]([OH:14])=O)[CH:9]=[CH:8][CH:7]=1)[CH2:2][CH2:3][CH3:4].[NH2:15][C:16]1[NH:20][N:19]=[N:18][N:17]=1>S(Cl)(Cl)=O>[NH:17]1[C:16]([NH:15][C:12]([C:10]2[CH:9]=[CH:8][CH:7]=[C:6]([O:5][CH2:1][CH2:2][CH2:3][CH3:4])[N:11]=2)=[O:14])=[N:20][N:19]=[N:18]1. Procedure details: 0.94 g of 6-n-butoxy-2-pyridinecarboxylic acid, 10 ml of thionyl chloride and 0.48 g of 5-aminotetrazole are treated in the same manner as described in Example 1. The crude product thus obtained is recrystallized from a mixture of dimethylformamide, water and ethanol, whereby 0.77 g of N-(5-tetrazolyl)-6-n-butoxy-2-pyridinecarboxamide is obtained.